From a dataset of the Open Reaction Database (ORD), a public repository of structured organic reaction records. describe an organic reaction: reactants, conditions, products, and yield The reactants are CC(=O)OC(C)=O, Cc1cc2cn[nH]c2cc1[N+](=O)[O-], c1ccncc1. Yields the product CC(=O)n1ncc2cc(C)c([N+](=O)[O-])cc21. As a reaction SMILES: [CH3:14][C:15](=[O:16])[O:17][C:18](=[O:19])[CH3:20].[CH3:1][c:2]1[cH:3][c:4]2[cH:5][n:6][nH:7][c:8]2[cH:9][c:10]1[N+:11](=[O:12])[O-:13].[cH:21]1[cH:22][cH:23][n:24][cH:25][cH:26]1>>[CH3:1][c:2]1[cH:3][c:4]2[cH:5][n:6][n:7]([C:15]([CH3:14])=[O:16])[c:8]2[cH:9][c:10]1[N+:11](=[O:12])[O-:13]. The reactants are C1CCOC1, CCOC(C)=O, Cl, [Na+], [OH-], O, CC(CC(N)=O)c1ccc2sc3ccccc3c2c1. The product is CC(CCN)c1ccc2sc3ccccc3c2c1. As a reaction SMILES: [CH2:24]1[O:25][CH2:26][CH2:27][CH2:28]1.[CH3:29][CH2:30][O:31][C:32](=[O:33])[CH3:34].[ClH:20].[Na+:23].[OH-:22].[OH2:21].[cH:1]1[c:2]([CH:14]([CH2:15][C:16](=[O:17])[NH2:18])[CH3:19])[cH:3][cH:4][c:5]2[s:6][c:7]3[c:8]([c:9]12)[cH:10][cH:11][cH:12][cH:13]3>>[cH:1]1[c:2]([CH:14]([CH2:15][CH2:16][NH2:18])[CH3:19])[cH:3][cH:4][c:5]2[s:6][c:7]3[c:8]([c:9]12)[cH:10][cH:11][cH:12][cH:13]3. Reactants: CC(O)CC(C)(NS(=O)C(C)(C)C)c1cccc(Br)c1, Cl. The product is CC(O)CC(C)(N)c1cccc(Br)c1. RXN SMILES: [Br:2][c:3]1[cH:4][c:5]([C:9]([CH2:10][CH:11]([CH3:12])[OH:13])([CH3:14])[NH:15][S:16]([C:17]([CH3:18])([CH3:19])[CH3:20])=[O:21])[cH:6][cH:7][cH:8]1.[ClH:1]>>[Br:2][c:3]1[cH:4][c:5]([C:9]([CH2:10][CH:11]([CH3:12])[OH:13])([CH3:14])[NH2:15])[cH:6][cH:7][cH:8]1. Starting materials: C1CNCCN1, CO, ClC(Cl)Cl, ClCCl, Fc1ccc(C(Cl)c2ccc(F)cc2)cc1, [Na+], [Na+], O=C([O-])[O-]. Yields the product Fc1ccc(C(c2ccc(F)cc2)N2CCNCC2)cc1. Reaction SMILES: [CH2:23]1[CH2:24][NH:25][CH2:26][CH2:27][NH:28]1.[CH3:29][OH:30].[CH:34]([Cl:35])([Cl:36])[Cl:37].[Cl:31][CH2:32][Cl:33].[F:1][c:2]1[cH:3][cH:4][c:5]([CH:6]([c:7]2[cH:8][cH:9][c:10]([F:13])[cH:11][cH:12]2)[Cl:14])[cH:15][cH:16]1.[Na+:17].[Na+:18].[O-:19][C:20](=[O:21])[O-:22]>>[F:1][c:2]1[cH:3][cH:4][c:5]([CH:6]([c:7]2[cH:8][cH:9][c:10]([F:13])[cH:11][cH:12]2)[N:25]2[CH2:24][CH2:23][NH:28][CH2:27][CH2:26]2)[cH:15][cH:16]1. Reported procedure: To a partial suspension of 3,4-dimethoxy-1,2,5-thiadiazole 1,1-dioxide (2.08 g; 11.7 mmoles) in 200 ml of methanol that had been cooled to 0° in an ice-water bath was added dropwise over a period of 45 minutes a solution of 2-[(5-dimethylaminomethyl-2-furyl)methylthio]ethylamine in 30 ml of methanol. When the addition was completed, 10.5 ml of allylamine was added and the solution was allowed to stir at ambient temperature for 18 hours. The reaction mixture was evaporated under reduced pressure ... Yields the product C(C=C)NC1=NS(N=C1NCCSCC=1OC(=CC1)CN(C)C)(=O)=O (3-Allylamino-4-{2-[(5-dimethylaminomethyl-2-furyl)methylthio]ethylamino}-1,2,5-thiadiazole 1,1-dioxide). As a reaction SMILES: CO[C:3]1[C:7](OC)=[N:6][S:5](=[O:11])(=[O:10])[N:4]=1.[CH3:12][N:13]([CH2:15][C:16]1[O:20][C:19]([CH2:21][S:22][CH2:23][CH2:24][NH2:25])=[CH:18][CH:17]=1)[CH3:14].[CH2:26]([NH2:29])[CH:27]=[CH2:28]>CO>[CH2:26]([NH:29][C:7]1[C:3]([NH:25][CH2:24][CH2:23][S:22][CH2:21][C:19]2[O:20][C:16]([CH2:15][N:13]([CH3:12])[CH3:14])=[CH:17][CH:18]=2)=[N:4][S:5](=[O:10])(=[O:11])[N:6]=1)[CH:27]=[CH2:28]. Starting materials: CN(C)CC1=CC=C(O1)CSCCN (2-[(5-dimethylaminomethyl-2-furyl)methylthio]ethylamine), COC1=NS(N=C1OC)(=O)=O (3,4-dimethoxy-1,2,5-thiadiazole 1,1-dioxide), C(C=C)N (allylamine). The solvent is CO (methanol), CO (methanol). Reaction conditions: time 18 hour. Reactants: CC=1N=C(SC1C(=O)[O-])NC1=C(C=CC=C1)[N+](=O)[O-] (4-Methyl-2-(2-nitrophenylamino)thiazole-5-carboxylate), [Sn](Cl)Cl (tin(II) chloride), O1CCCC1 (tetrahydrofuran), C([O-])([O-])=O.[Na+].[Na+] (sodium carbonate). Run at temperature 80 celsius. Product: NC1=C(C=CC=C1)NC=1SC(=C(N1)C)C(=O)OCC (ethyl 2-(2-aminophenylamino)-4-methylthiazole-5-carboxylate). Isolated yield 77.0%. RXN SMILES: [CH3:1][C:2]1[N:3]=[C:4]([NH:10][C:11]2[CH:16]=[CH:15][CH:14]=[CH:13][C:12]=2[N+:17]([O-])=O)[S:5][C:6]=1[C:7]([O-:9])=[O:8].[Sn](Cl)Cl.C(=O)([O-])[O-].[Na+].[Na+].O1CC[CH2:31][CH2:30]1>>[NH2:17][C:12]1[CH:13]=[CH:14][CH:15]=[CH:16][C:11]=1[NH:10][C:4]1[S:5][C:6]([C:7]([O:9][CH2:30][CH3:31])=[O:8])=[C:2]([CH3:1])[N:3]=1 |f:2.3.4|. Procedure: 4-Methyl-2-(2-nitrophenylamino)thiazole-5-carboxylate (0.45 g, 1.46 mmol), tin(II) chloride dehydrate (1.66 g, 7.34 mmol) and tetrahydrofuran (25 mL) was added to a 100-mL round bottom flask. The mixture was refluxed at 75-85° C. for 3 h, cooled down to 0° C. and followed by the addition of saturated aqueous sodium carbonate solution (16 mL). The mixture was filtered through a celite cake and the filtrate was washed with saturated aqueous sodium carbonate solution (18 mL), water (2×15 mL) and br...